From a dataset of the Open Reaction Database (ORD), a public repository of structured organic reaction records. describe an organic reaction: reactants, conditions, products, and yield Reactants: Cl.C(C)N=C=NCCCN(C)C (N-ethyl-N'-(3-dimethylamino-propyl)-carbodiimide hydrochloride), CN(C)C1=NC=CC=C1 (dimethylaminopyridine), FC1=CC=C(C(=O)O)C=C1 (4-fluoro-benzoic acid), ClC1=CC=C(CN2CCC(CC2)O)C=C1 (1-(4-chloro-benzyl)-piperidin-4-ol). Run in CN(C=O)C (dimethylformamide). Run at time 72 hour. Product: FC1=CC=C(C(=O)OC2CCN(CC2)CC2=CC=C(C=C2)Cl)C=C1 (1-(4-chloro-benzyl)-piperidin-4-yl 4-fluoro-benzoate). Isolated yield 83.4%. As a reaction SMILES: [Cl:1][C:2]1[CH:15]=[CH:14][C:5]([CH2:6][N:7]2[CH2:12][CH2:11][CH:10]([OH:13])[CH2:9][CH2:8]2)=[CH:4][CH:3]=1.CN(C1C=CC=CN=1)C.[F:25][C:26]1[CH:34]=[CH:33][C:29]([C:30](O)=[O:31])=[CH:28][CH:27]=1.Cl.C(N=C=NCCCN(C)C)C>CN(C)C=O>[F:25][C:26]1[CH:34]=[CH:33][C:29]([C:30]([O:13][CH:10]2[CH2:9][CH2:8][N:7]([CH2:6][C:5]3[CH:4]=[CH:3][C:2]([Cl:1])=[CH:15][CH:14]=3)[CH2:12][CH2:11]2)=[O:31])=[CH:28][CH:27]=1 |f:3.4|. Procedure: 0.226 g (0.001 mol) of 1-(4-chloro-benzyl)-piperidin-4-ol was dissolved in 5 ml of dimethylformamide and treated with 0.061 g (0.0005 mol) of dimethylaminopyridine and 0.14 g (0.001 mol) of 4-fluoro-benzoic acid. The mixture was cooled to 0° and 0.211 g (0.0011 mol) of N-ethyl-N'-(3-dimethylamino-propyl)-carbodiimide hydrochloride was added. The mixture was warmed to room temperature and stirred for 72 hrs. The solvent was distilled off and the residue was taken up in ethyl acetate and treated w...